From a dataset of the Open Reaction Database (ORD), a public repository of structured organic reaction records. describe an organic reaction: reactants, conditions, products, and yield Starting materials: C(C1=CC=CC=C1)OC1=C(C=CC=C1)C1C(=C(NC(=C1C(=O)OCC)C)C)C(=O)OCC (Diethyl 1,4-dihydro-4-(2-benzyloxyphenyl)-2,6-dimethyl-3,5-pyridine dicarboxylate). Reagents/catalysts: [Pd] (palladium on carbon). The solvent is C(C)O (ethanol). Reaction conditions: time 7 hour. Yields the product OC1=C(C=CC=C1)C1C(=C(NC(=C1C(=O)OCC)C)C)C(=O)OCC (Diethyl 1,4-dihydro-4-(2-hydroxyphenyl)-2,6-dimethyl-3,5-pyridine dicarboxylate). The yield is 32.8%. As a reaction SMILES: C([O:8][C:9]1[CH:14]=[CH:13][CH:12]=[CH:11][C:10]=1[CH:15]1[C:20]([C:21]([O:23][CH2:24][CH3:25])=[O:22])=[C:19]([CH3:26])[NH:18][C:17]([CH3:27])=[C:16]1[C:28]([O:30][CH2:31][CH3:32])=[O:29])C1C=CC=CC=1>C(O)C.[Pd]>[OH:8][C:9]1[CH:14]=[CH:13][CH:12]=[CH:11][C:10]=1[CH:15]1[C:20]([C:21]([O:23][CH2:24][CH3:25])=[O:22])=[C:19]([CH3:26])[NH:18][C:17]([CH3:27])=[C:16]1[C:28]([O:30][CH2:31][CH3:32])=[O:29]. Reported procedure: Diethyl 1,4-dihydro-4-(2-benzyloxyphenyl)-2,6-dimethyl-3,5-pyridine dicarboxylate (13.3 grams, 0.03 mole) was dissolved in 250 ml ethanol, 1.5 grams of 10% palladium on carbon was added and the reaction mixture reduced on a Parr Hydrogenator. A drop of 111 psi was noted over a period of seven hours. The Pd-C was filtered off, the solvent removed from the filtrate. Two recrystallizations from acetonitrile yielded 3.4 grams (34%) of the desired product, m.p. 159°-161° C.